This data is from the Open Reaction Database (ORD), a public repository of structured organic reaction records. The task is: describe an organic reaction: reactants, conditions, products, and yield The reactants are B(F)(F)F (BF3), O(CC)CC (OEt2), [SiH](CC)(CC)CC (Et3SiH), B(F)(F)F (BF3), [SiH](CC)(CC)CC (Et3SiH), O(CC)CC (OEt2), COC(C1=CC(=CC=2N=C(SC21)NC(NCC)=O)C=2C=NC(=NC2)N2CCC(CC2)(C(=O)OCC)CC)OC (Ethyl 1-[5-[7-(dimethoxymethyl)-2-(ethylcarbamoylamino)-1,3-benzothiazol-5-yl]pyrimidin-2-yl]-4-ethyl-piperidine-4-carboxylate). The solvent is C(=O)(O)[O-].[Na+] (NaHCO3), C(Cl)Cl (DCM). Run at temperature 0 celsius. The product is C(C)C1(CCN(CC1)C1=NC=C(C=N1)C=1C=C(C2=C(N=C(S2)NC(NCC)=O)C1)COC)C(=O)OCC (Ethyl 4-ethyl-1-[5-[2-(ethylcarbamoylamino)-7-(methoxymethyl)-1,3-benzothiazol-5-yl]pyrimidin-2-yl]piperidine-4-carboxylate). Yield: 67.2%. Reaction SMILES: [CH3:1][O:2][CH:3](OC)[C:4]1[C:12]2[S:11][C:10]([NH:13][C:14](=[O:18])[NH:15][CH2:16][CH3:17])=[N:9][C:8]=2[CH:7]=[C:6]([C:19]2[CH:20]=[N:21][C:22]([N:25]3[CH2:30][CH2:29][C:28]([CH2:36][CH3:37])([C:31]([O:33][CH2:34][CH3:35])=[O:32])[CH2:27][CH2:26]3)=[N:23][CH:24]=2)[CH:5]=1.[SiH](CC)(CC)CC.B(F)(F)F.O(CC)CC>C(Cl)Cl.C([O-])(O)=O.[Na+]>[CH2:36]([C:28]1([C:31]([O:33][CH2:34][CH3:35])=[O:32])[CH2:29][CH2:30][N:25]([C:22]2[N:23]=[CH:24][C:19]([C:6]3[CH:5]=[C:4]([CH2:3][O:2][CH3:1])[C:12]4[S:11][C:10]([NH:13][C:14](=[O:18])[NH:15][CH2:16][CH3:17])=[N:9][C:8]=4[CH:7]=3)=[CH:20][N:21]=2)[CH2:26][CH2:27]1)[CH3:37] |f:5.6|. Reported procedure: Ethyl 1-[5-[7-(dimethoxymethyl)-2-(ethylcarbamoylamino)-1,3-benzothiazol-5-yl]pyrimidin-2-yl]-4-ethyl-piperidine-4-carboxylate (35 mg, 0.063 mmol) was dissolved in DCM (2 mL), cooled to 0° C. and treated sequentially with Et3SiH (50 μL, 0.313 mmol) and BF3:OEt2 (15 μL, 0.119 mmol) and the mixture stirred for 10 mins then allowed to warm to rt. After 40 mins additional Et3SiH (50 μL, 0.313 mmol) was added at rt followed by BF3:OEt2 (15 μL, 0.119 mmol) and the mixture stirred for 2.5 h after which... Reactants: CC(Br)C(=O)NC(C)(C)c1ccccc1, CCO, N. Yields the product CC(N)C(=O)NC(C)(C)c1ccccc1. RXN SMILES: [Br:1][CH:2]([C:3](=[O:4])[NH:5][C:6]([c:7]1[cH:8][cH:9][cH:10][cH:11][cH:12]1)([CH3:13])[CH3:14])[CH3:15].[CH3:17][CH2:18][OH:19].[NH3:16]>>[CH:2]([C:3](=[O:4])[NH:5][C:6]([c:7]1[cH:8][cH:9][cH:10][cH:11][cH:12]1)([CH3:13])[CH3:14])([CH3:15])[NH2:16]. Reactants: ClC=1C=C(C=C(C1)F)C=1C=C(OC1C1=CC(=CC=C1)C#N)C(=O)OCC (Ethyl 4-(3-chloro-5-fluorophenyl)-5-(3-cyanophenyl)furan-2-carboxylate), BrC=1C=C(OC1C1=CC=C(C=C1)F)C(=O)OCC (Ethyl 4-bromo-5-(4-fluorophenyl)furan-2-carboxylate). Product: ClC=1C=C(C=CC1)C=1C=C(OC1C1=CC=C(C=C1)F)C(=O)OCC (Ethyl 4-(3-chlorophenyl)-5-(4-fluorophenyl)furan-2-carboxylate). RXN SMILES: [Cl:1][C:2]1[CH:3]=[C:4]([C:9]2[CH:10]=[C:11]([C:22]([O:24][CH2:25][CH3:26])=[O:23])[O:12][C:13]=2[C:14]2[CH:19]=[CH:18][CH:17]=[C:16](C#N)[CH:15]=2)[CH:5]=[C:6](F)[CH:7]=1.BrC1C=C(C(OCC)=O)OC=1C1C=CC([F:39])=CC=1>>[Cl:1][C:2]1[CH:3]=[C:4]([C:9]2[CH:10]=[C:11]([C:22]([O:24][CH2:25][CH3:26])=[O:23])[O:12][C:13]=2[C:14]2[CH:19]=[CH:18][C:17]([F:39])=[CH:16][CH:15]=2)[CH:5]=[CH:6][CH:7]=1. Procedure: The synthesis of the title compound takes place in analogy to the synthesis of the compound from Example 11A starting with the compound from Example 7A. Extraction is carried out with dichloromethane and purification with the mobile phase cyclohexane/ethyl acetate (30:1). 4.12 g (41% of theory) of the title compound with a purity of 50% are obtained. Reactants: NC1=NC(=CC=C1C(=O)C1=C(C=C(C(=C1)F)Cl)OC)Cl ((2-Amino-6-chloro-pyridin-3-yl)-(4-chloro-5-fluoro-2-methoxy-phenyl)-methanone), FC(C(=O)O)(F)F.CS(=O)(=O)N1CCC(CC1)N (1-methanesulfonyl-piperidin-4-ylamine; compound with trifluoro-acetic acid). Product: NC1=NC(=CC=C1C(=O)C1=C(C=C(C(=C1)F)Cl)OC)NC1CCN(CC1)S(=O)(=O)C ([2-Amino-6-(1-methanesulfonyl-piperidin-4-ylamino)-pyridin-3-yl]-(4-chloro-5-fluoro-2-methoxy-phenyl)-methanone). RXN SMILES: [NH2:1][C:2]1[C:7]([C:8]([C:10]2[CH:15]=[C:14]([F:16])[C:13]([Cl:17])=[CH:12][C:11]=2[O:18][CH3:19])=[O:9])=[CH:6][CH:5]=[C:4](Cl)[N:3]=1.FC(F)(F)C(O)=O.[CH3:28][S:29]([N:32]1[CH2:37][CH2:36][CH:35]([NH2:38])[CH2:34][CH2:33]1)(=[O:31])=[O:30]>>[NH2:1][C:2]1[C:7]([C:8]([C:10]2[CH:15]=[C:14]([F:16])[C:13]([Cl:17])=[CH:12][C:11]=2[O:18][CH3:19])=[O:9])=[CH:6][CH:5]=[C:4]([NH:38][CH:35]2[CH2:36][CH2:37][N:32]([S:29]([CH3:28])(=[O:31])=[O:30])[CH2:33][CH2:34]2)[N:3]=1 |f:1.2|. Reported procedure: The title compound was prepared from (2-Amino-6-chloro-pyridin-3-yl)-(4-chloro-5-fluoro-2-methoxy-phenyl)-methanone (Example 47) and 1-methanesulfonyl-piperidin-4-ylamine (Step A, Example 6) using the procedure described in Step B. Example 6. HRMS, observed: 457.1106, Calcd for (M+H)+: 457.1107. Ki for cdk4=0.008 μM, cdk1=0.154 μM, cdk2=0.039 μM, and IC50 for HCT116 cell line=3.0 μM. Starting materials: CC(=CCCC1=CCC(CC1)CC(=O)C1=CC=C(C=C1)OC)C (4-Methoxyphenyl (4-(4-methyl-3-pentenyl)-3-cyclohexenyl)methyl ketone), [OH-].[K+] (potassium hydroxide), O.NN (hydrazine hydrate). Solvent: C(COCCO)O (diethylene glycol). Reaction conditions: temperature 125 celsius. Yields the product CC(=CCCC1=CCC(CC1)CCC1=CC=C(C=C1)OC)C (2-(4-(4-Methyl-3-pentenyl)-3-cyclohexenyl)ethyl-4-methoxybenzene). As a reaction SMILES: [CH3:1][C:2]([CH3:23])=[CH:3][CH2:4][CH2:5][C:6]1[CH2:11][CH2:10][CH:9]([CH2:12][C:13]([C:15]2[CH:20]=[CH:19][C:18]([O:21][CH3:22])=[CH:17][CH:16]=2)=O)[CH2:8][CH:7]=1.[OH-].[K+].O.NN>C(O)COCCO>[CH3:1][C:2]([CH3:23])=[CH:3][CH2:4][CH2:5][C:6]1[CH2:11][CH2:10][CH:9]([CH2:12][CH2:13][C:15]2[CH:16]=[CH:17][C:18]([O:21][CH3:22])=[CH:19][CH:20]=2)[CH2:8][CH:7]=1 |f:1.2,3.4|. Procedure details: To a solution of ketone 2E (R=4-Methyl-3-pentenyl) (10 g) in diethylene glycol (30 mL) is added potassium hydroxide (4.3 g) and hydrazine hydrate (4.5 mL). The solution is sequentially heated to 100° C., 125° C., and 150° C., all for 30 minutes each, then cooled to room temperature. The reaction mixture is extracted between ethyl ether and water, and the combined organic layers are washed with brine and dried over magnesium sulfate. The solution is concentrated in vacuo, and the product is purif... Starting materials: CCOC(=O)c1scc(Br)c1C, CCOC(=O)c1sc(Br)cc1C, CN(C)C=O, N#C[Cu]C#N. The product is CCOC(=O)c1sc(C#N)cc1C. As a reaction SMILES: [Br:13][c:14]1[c:15]([CH3:16])[c:17]([C:18]([O:19][CH2:20][CH3:21])=[O:22])[s:23][cH:24]1.[Br:1][c:2]1[cH:3][c:4]([CH3:12])[c:5]([C:7](=[O:8])[O:9][CH2:10][CH3:11])[s:6]1.[CH3:30][N:31]([CH3:32])[CH:33]=[O:34].[Cu:25]([C:26]#[N:27])[C:28]#[N:29]>>[c:2]1([C:26]#[N:27])[cH:3][c:4]([CH3:12])[c:5]([C:7](=[O:8])[O:9][CH2:10][CH3:11])[s:6]1. Reactants: CCOP(=O)(CC(=O)OC(C)(C)C)OCC, COCCOC, [H-], CC(C)(C)OC(=O)N1CCC(=O)CC1, [Na+]. Product: CC(C)(C)OC(=O)C=C1CCN(C(=O)OC(C)(C)C)CC1. As a reaction SMILES: [CH2:1]([O:2][P:3]([O:4][CH2:5][CH3:6])(=[O:7])[CH2:9][C:10](=[O:11])[O:12][C:13]([CH3:14])([CH3:15])[CH3:16])[CH3:8].[CH3:33][O:34][CH2:35][CH2:36][O:37][CH3:38].[H-:18].[N:19]1([C:26](=[O:27])[O:28][C:29]([CH3:30])([CH3:31])[CH3:32])[CH2:20][CH2:21][C:22](=[O:25])[CH2:23][CH2:24]1.[Na+:17]>>[CH:9]([C:10](=[O:11])[O:12][C:13]([CH3:14])([CH3:15])[CH3:16])=[C:22]1[CH2:21][CH2:20][N:19]([C:26](=[O:27])[O:28][C:29]([CH3:30])([CH3:31])[CH3:32])[CH2:24][CH2:23]1. Reactants: N1CCC2(CC1)CSC1=C(O2)C2=CC=CC=C2C(C1=O)=O (spiro[naphtho[1,2-b][1,4]oxathiine-2,4′-piperidine]-5,6-dione), CC=1C(=NN(N1)C1=CC=CC=C1)C(=O)Cl (5-methyl-2-phenyl-2H-1,2,3-triazole-4-carbonyl chloride). The product is CC=1C(=NN(N1)C1=CC=CC=C1)C(=O)N1CCC2(CC1)CSC1=C(O2)C2=CC=CC=C2C(C1=O)=O (1′-[(5-methyl-2-phenyl-2H-1,2,3-triazol-4-yl)carbonyl]spiro[naphtho[1,2-b][1,4]oxathiine-2,4′-piperidine]-5,6-dione). RXN SMILES: [NH:1]1[CH2:6][CH2:5][C:4]2([O:11][C:10]3[C:12]4[C:17]([C:18](=[O:21])[C:19](=[O:20])[C:9]=3[S:8][CH2:7]2)=[CH:16][CH:15]=[CH:14][CH:13]=4)[CH2:3][CH2:2]1.[CH3:22][C:23]1[C:24]([C:34](Cl)=[O:35])=[N:25][N:26]([C:28]2[CH:33]=[CH:32][CH:31]=[CH:30][CH:29]=2)[N:27]=1>>[CH3:22][C:23]1[C:24]([C:34]([N:1]2[CH2:2][CH2:3][C:4]3([O:11][C:10]4[C:12]5[C:17]([C:18](=[O:21])[C:19](=[O:20])[C:9]=4[S:8][CH2:7]3)=[CH:16][CH:15]=[CH:14][CH:13]=5)[CH2:5][CH2:6]2)=[O:35])=[N:25][N:26]([C:28]2[CH:33]=[CH:32][CH:31]=[CH:30][CH:29]=2)[N:27]=1. Procedure details: Compound 58 was synthesized using spiro[naphtho[1,2-b][1,4]oxathiine-2,4′-piperidine]-5,6-dione, 5-methyl-2-phenyl-2H-1,2,3-triazole-4-carbonyl chloride and conditions outlined in procedure N. M.p.=275-280° C.; 300 MHz 1H NMR (CDCl3) δ 8.07 (d, J=7.5 Hz, 1H), 7.99 (d, J=7.5 Hz, 2H), 7.80 (d, J=7.5 Hz, 1H), 7.68 (t, J=8.4 Hz, 1H), 7.48 (m, 3H), 7.37 (m, 1H), 4.65 (m, 2H), 3.67 (t, 1H), 3.39 (m 1H), 3.01 (s, 2H), 2.57 (s, 3H), 2.30 (brm, 2H), 1.96 (m, 2H); LCMS: 487 [M+H]. Starting materials: Clc1cnc(Cl)nc1, CC(C)(O)CC1(c2ccccc2)CCN(C2CCNC2)C(=O)O1. The product is CC(C)(O)CC1(c2ccccc2)CCN(C2CCN(c3ncc(Cl)cn3)C2)C(=O)O1. Reaction SMILES: [Cl:24][c:25]1[n:26][cH:27][c:28]([Cl:31])[cH:29][n:30]1.[OH:1][C:2]([CH2:3][C:4]1([c:16]2[cH:17][cH:18][cH:19][cH:20][cH:21]2)[CH2:5][CH2:6][N:7]([CH:11]2[CH2:12][NH:13][CH2:14][CH2:15]2)[C:8](=[O:10])[O:9]1)([CH3:22])[CH3:23]>>[OH:1][C:2]([CH2:3][C:4]1([c:16]2[cH:17][cH:18][cH:19][cH:20][cH:21]2)[CH2:5][CH2:6][N:7]([CH:11]2[CH2:12][N:13]([c:25]3[n:26][cH:27][c:28]([Cl:31])[cH:29][n:30]3)[CH2:14][CH2:15]2)[C:8](=[O:10])[O:9]1)([CH3:22])[CH3:23].